From a dataset of the Open Reaction Database (ORD), a public repository of structured organic reaction records. describe an organic reaction: reactants, conditions, products, and yield Reported procedure: The title compound is prepared from 5-(2-benzyloxy-4-iodophenyl)-1,1-dioxo-2-(2-trimethylsilanylethyl)-1,2,5-thiadiazolidin-3-one and 3-vinylpyrrolidine-1-carboxylic acid tert-butyl ester analogous to Example 62, step B. The reactants are C(C1=CC=CC=C1)OC1=C(C=CC(=C1)I)N1CC(N(S1(=O)=O)CC[Si](C)(C)C)=O (5-(2-benzyloxy-4-iodophenyl)-1,1-dioxo-2-(2-trimethylsilanylethyl)-1,2,5-thiadiazolidin-3-one), C(C)(C)(C)OC(=O)N1CC(CC1)C=C (3-vinylpyrrolidine-1-carboxylic acid tert-butyl ester). The product is C(C)(C)(C)OC(=O)N1CC(CC1)\C=C\C1=CC(=C(C=C1)N1S(N(C(C1)=O)CC[Si](C)(C)C)(=O)=O)OCC1=CC=CC=C1 (3-((E)-2-{3-Benzyloxy-4-[1,1,4-trioxo-5-(2-trimethylsilanylethyl)-1,2,5-thiadiazolidin-2-yl]-phenyl}-vinyl)-pyrrolidine-1-carboxylic Acid Tert-butyl Ester). RXN SMILES: [CH2:1]([O:8][C:9]1[CH:14]=[C:13](I)[CH:12]=[CH:11][C:10]=1[N:16]1[S:20](=[O:22])(=[O:21])[N:19]([CH2:23][CH2:24][Si:25]([CH3:28])([CH3:27])[CH3:26])[C:18](=[O:29])[CH2:17]1)[C:2]1[CH:7]=[CH:6][CH:5]=[CH:4][CH:3]=1.[C:30]([O:34][C:35]([N:37]1[CH2:41][CH2:40][CH:39]([CH:42]=[CH2:43])[CH2:38]1)=[O:36])([CH3:33])([CH3:32])[CH3:31]>>[C:30]([O:34][C:35]([N:37]1[CH2:41][CH2:40][CH:39](/[CH:42]=[CH:43]/[C:13]2[CH:12]=[CH:11][C:10]([N:16]3[CH2:17][C:18](=[O:29])[N:19]([CH2:23][CH2:24][Si:25]([CH3:28])([CH3:27])[CH3:26])[S:20]3(=[O:22])=[O:21])=[C:9]([O:8][CH2:1][C:2]3[CH:7]=[CH:6][CH:5]=[CH:4][CH:3]=3)[CH:14]=2)[CH2:38]1)=[O:36])([CH3:33])([CH3:32])[CH3:31]. The reactants are CN1CCN(CC1)C(=O)NC1=NC=CC(=C1)OC=1C=NC(=CC1)[N+](=O)[O-] (4-methyl-N-(4-((6-nitropyridin-3-yl)oxy)pyridin-2-yl)piperazine-1-carboxamide), [NH4+].[Cl-] (NH4Cl). Reagents/catalysts: [Zn] (zinc). The solvent is CO (MeOH). Run at time 8 hour. The product is NC1=CC=C(C=N1)OC1=CC(=NC=C1)NC(=O)N1CCN(CC1)C (N-(4-((6-aminopyridin-3-yl)oxy)pyridin-2-yl)-4-methylpiperazine-1-carboxamide). Yield: 94.4%. As a reaction SMILES: [CH3:1][N:2]1[CH2:7][CH2:6][N:5]([C:8]([NH:10][C:11]2[CH:16]=[C:15]([O:17][C:18]3[CH:19]=[N:20][C:21]([N+:24]([O-])=O)=[CH:22][CH:23]=3)[CH:14]=[CH:13][N:12]=2)=[O:9])[CH2:4][CH2:3]1.[NH4+].[Cl-]>CO.[Zn]>[NH2:24][C:21]1[N:20]=[CH:19][C:18]([O:17][C:15]2[CH:14]=[CH:13][N:12]=[C:11]([NH:10][C:8]([N:5]3[CH2:4][CH2:3][N:2]([CH3:1])[CH2:7][CH2:6]3)=[O:9])[CH:16]=2)=[CH:23][CH:22]=1 |f:1.2|. Procedure details: A solution of 4-methyl-N-(4-((6-nitropyridin-3-yl)oxy)pyridin-2-yl)piperazine-1-carboxamide (0.400 g, 1.116 mmol) in MeOH (20 mL) was treated with NH4Cl (2.00 g, 37.4 mmol) and zinc powder (1.00 g, 15.29 mmol) and stirred at RT overnight. The solids were removed via filtration, washed with DCM and the filtrate concentrated to dryness. The residue was treated with DCM and a few drops of MeOH, the solids again removed via filtration and the filtrate concentrated to dryness to afford N-(4-((6-amino... The reactants are F[B-](F)(F)F, Cc1ccc(-c2oncc2C(=O)Cl)cc1, CC#N, Cl, OC(c1ccccc1)C1CCCN1, c1ccncc1, CN(C)C(On1nnc2ccccc21)=[N+](C)C. Product: Cc1ccc(-c2oncc2C(=O)N2CCCC2C(O)c2ccccc2)cc1. RXN SMILES: [B-:16]([F:17])([F:18])([F:19])[F:20].[CH3:1][c:2]1[cH:3][cH:4][c:5](-[c:8]2[c:9]([C:13](=[O:14])[Cl:15])[cH:10][n:11][o:12]2)[cH:6][cH:7]1.[CH3:58][C:59]#[N:60].[ClH:44].[c:45]1([CH:51]([OH:52])[CH:53]2[NH:54][CH2:55][CH2:56][CH2:57]2)[cH:46][cH:47][cH:48][cH:49][cH:50]1.[cH:38]1[cH:39][cH:40][n:41][cH:42][cH:43]1.[n:21]1([O:22][C:23]([N:24]([CH3:25])[CH3:26])=[N+:27]([CH3:28])[CH3:29])[c:30]2[cH:31][cH:32][cH:33][cH:34][c:35]2[n:36][n:37]1>>[CH3:1][c:2]1[cH:3][cH:4][c:5](-[c:8]2[c:9]([C:13](=[O:14])[N:54]3[CH:53]([CH:51]([c:45]4[cH:46][cH:47][cH:48][cH:49][cH:50]4)[OH:52])[CH2:57][CH2:56][CH2:55]3)[cH:10][n:11][o:12]2)[cH:6][cH:7]1. Yields the product CC(C)(C)CNc1cc(O)nc2ccccc12. Reactants: CC(C)(C)CN, CN1CCCC1=O, CS(C)=O, CC(C)O, Cl, Oc1cc(O)c2ccccc2n1. RXN SMILES: [CH2:13]([C:14]([CH3:15])([CH3:16])[CH3:17])[NH2:18].[CH3:20][N:21]1[CH2:22][CH2:23][CH2:24][C:25]1=[O:26].[CH3:31][S:32]([CH3:33])=[O:34].[CH:27]([OH:28])([CH3:29])[CH3:30].[ClH:19].[n:1]1[c:2]([OH:12])[cH:3][c:4]([OH:11])[c:5]2[cH:6][cH:7][cH:8][cH:9][c:10]12>>[n:1]1[c:2]([OH:12])[cH:3][c:4]([NH:18][CH2:13][C:14]([CH3:15])([CH3:16])[CH3:17])[c:5]2[cH:6][cH:7][cH:8][cH:9][c:10]12. Reactants: CCOC(C)=O, CC(C)=O, OCc1ccc(C(F)(F)F)cc1CN(Cc1cc(C(F)(F)F)cc(C(F)(F)F)c1)c1ncc(Br)cn1, O. The product is O=C(O)c1ccc(C(F)(F)F)cc1CN(Cc1cc(C(F)(F)F)cc(C(F)(F)F)c1)c1ncc(Br)cn1. RXN SMILES: [CH3:38][CH2:39][O:40][C:41](=[O:42])[CH3:43].[CH3:44][C:45](=[O:46])[CH3:47].[F:1][C:2]([c:3]1[cH:4][c:5]([CH2:6][N:7]([c:8]2[n:9][cH:10][c:11]([Br:14])[cH:12][n:13]2)[CH2:15][c:16]2[c:17]([CH2:26][OH:27])[cH:18][cH:19][c:20]([C:22]([F:23])([F:24])[F:25])[cH:21]2)[cH:28][c:29]([C:31]([F:32])([F:33])[F:34])[cH:30]1)([F:35])[F:36].[OH2:37]>>[F:1][C:2]([c:3]1[cH:4][c:5]([CH2:6][N:7]([c:8]2[n:9][cH:10][c:11]([Br:14])[cH:12][n:13]2)[CH2:15][c:16]2[c:17]([C:26](=[O:27])[OH:40])[cH:18][cH:19][c:20]([C:22]([F:23])([F:24])[F:25])[cH:21]2)[cH:28][c:29]([C:31]([F:32])([F:33])[F:34])[cH:30]1)([F:35])[F:36]. The reactants are O=C([O-])[O-], N#CCCl, [K+], [K+], CN(C)C=O, COc1cc(O)c(C=O)cc1OC. Reaction SMILES: [C:18](=[O:19])([O-:20])[O-:21].[Cl:14][CH2:15][C:16]#[N:17].[K+:22].[K+:23].[O:24]=[CH:25][N:26]([CH3:27])[CH3:28].[OH:1][c:2]1[c:3]([CH:4]=[O:5])[cH:6][c:7]([O:12][CH3:13])[c:8]([O:10][CH3:11])[cH:9]1>>[O:1]1[c:2]2[c:3]([cH:6][c:7]([O:12][CH3:13])[c:8]([O:10][CH3:11])[cH:9]2)[CH2:4][CH:15]1[C:16]#[N:17]. The product is COc1cc2c(cc1OC)OC(C#N)C2. Reactants: C1(C=2C(C(N1C(CC(=O)O)C1=CC(=C(C=C1)OC)OC1CCCC1)=O)=CC=CC2)=O (3-phthalimido-3-(3-cyclopentyloxy-4-methoxyphenyl)propionic acid), C(=O)(N1C=NC=C1)N1C=NC=C1 (1,1'-carbonyldiimidazole), [OH-].[NH4+] (ammonium hydroxide). The reagents and catalysts are CN(C1=CC=NC=C1)C (4-dimethylaminopyridine). Run in O1CCCC1 (tetrahydrofuran). Conditions: temperature 25 celsius, time 1.5 hour. Yields the product C1(C=2C(C(N1C(CC(=O)N)C1=CC(=C(C=C1)OC)OC1CCCC1)=O)=CC=CC2)=O (3-Phthalimido-3-(3-cyclopentyloxy-4-methoxyphenyl)propionamide). Yield: 62.2%. Reaction SMILES: [C:1]1(=[O:30])[N:5]([CH:6]([C:11]2[CH:16]=[CH:15][C:14]([O:17][CH3:18])=[C:13]([O:19][CH:20]3[CH2:24][CH2:23][CH2:22][CH2:21]3)[CH:12]=2)[CH2:7][C:8](O)=[O:9])[C:4](=[O:25])[C:3]2=[CH:26][CH:27]=[CH:28][CH:29]=[C:2]12.C(N1C=CN=C1)([N:33]1C=CN=C1)=O.[OH-].[NH4+]>CN(C)C1C=CN=CC=1.O1CCCC1>[C:1]1(=[O:30])[N:5]([CH:6]([C:11]2[CH:16]=[CH:15][C:14]([O:17][CH3:18])=[C:13]([O:19][CH:20]3[CH2:24][CH2:23][CH2:22][CH2:21]3)[CH:12]=2)[CH2:7][C:8]([NH2:33])=[O:9])[C:4](=[O:25])[C:3]2=[CH:26][CH:27]=[CH:28][CH:29]=[C:2]12 |f:2.3|. Procedure details: A mixture of 3-phthalimido-3-(3-cyclopentyloxy-4-methoxyphenyl)propionic acid (2.05 g, 5.00 mmol), 1,1'-carbonyldiimidazole (0.91 g, 5.5 mmol) and 4-dimethylaminopyridine (trace) in tetrahydrofuran (20 mL) was stirred for 1.5 hours under nitrogen at approximately 25° C. To the solution was added ammonium hydroxide (1.07 mL, 16.0 mmol, 28-30%) and stirring was continued for 1.5 hours. A small amount of solid forms during this time. The mixture was concentrated to half its volume and a white solid... Reactants: C(C1=CC=CC=C1)OCC=O (Benzyloxyacetaldehyde), 2-allyl-1,3,2-dioxaborolane-4,5-dicarboxylic acid ester, XVII, O1CCCC1 (tetrahydrofuran). The product is C1(=CC=CC=C1)COC[C@H](CC=C)O ((S)-1-phenylmethoxy-4-penten-2-ol), XVIII. RXN SMILES: [CH2:1]([O:8][CH2:9][CH:10]=[O:11])[C:2]1[CH:7]=[CH:6][CH:5]=[CH:4][CH:3]=1.O1C[CH2:15][CH2:14][CH2:13]1>>[C:2]1([CH2:1][O:8][CH2:9][C@@H:10]([OH:11])[CH2:15][CH:14]=[CH2:13])[CH:7]=[CH:6][CH:5]=[CH:4][CH:3]=1. Procedure details: The optically active tetrahydrofuran derivatives are prepared according to Scheme V. Benzyloxyacetaldehyde is reacted with optically active 2-allyl-1,3,2-dioxaborolane-4,5-dicarboxylic acid ester, XVII, to give optically pure (S)-1-phenylmethoxy-4-penten-2-ol, XVIII. Cyclization of alcohol, XVIII, with iodine in the presence of sodium bicarbonate gives a mixture of optically pure 2,5-anhydro-1,3-dideoxy-1-iodo-D-threopentitol, XIX, ##STR112## and 2,5-anhydro-1,3-dideoxy-1-iodo-D-erythro-pentitol...